Dataset: the Open Reaction Database (ORD), a public repository of structured organic reaction records. Task: describe an organic reaction: reactants, conditions, products, and yield Starting materials: NC12C3CN(CC3C(C=C1)CC2)CC2=CC=CC=C2 (1-amino-4-benzyl-4-azatricyclo[5.2.2.02,6 ]undec-8-ene). Reagents/catalysts: [Pd] (palladium). Solvent: C(C)O (ethanol). Product: NC12C3CNCC3C(CC1)CC2 (1-Amino-4-azatricyclo[5.2.2.02,6 ]undecane). As a reaction SMILES: [NH2:1][C:2]12[CH2:12][CH2:11][CH:8]([CH:9]=[CH:10]1)[CH:7]1[CH:3]2[CH2:4][N:5](CC2C=CC=CC=2)[CH2:6]1>C(O)C.[Pd]>[NH2:1][C:2]12[CH2:10][CH2:9][CH:8]([CH2:11][CH2:12]1)[CH:7]1[CH:3]2[CH2:4][NH:5][CH2:6]1. Reported procedure: 8.3 g (32.6 mmol) of 1-amino-4-benzyl-4-azatricyclo[5.2.2.02,6 ]undec-8-ene are hydrogenated in 100 ml of ethanol over 1 g of palladium/active charcoal at 100° C./100 bar. The catalyst is filtered off with suction, the filtrate is concentrated and the residue is distilled. The reactants are CCOC(=O)c1oc2ccc(OCC3CN(C)CCO3)cc2c1C, [Li+], C1CCOC1, [OH-]. Product: Cc1c(C(=O)O)oc2ccc(OCC3CN(C)CCO3)cc12. Reaction SMILES: [CH3:1][c:2]1[c:3]([C:20](=[O:21])[O:22][CH2:23][CH3:24])[o:4][c:5]2[c:6]1[cH:7][c:8]([O:11][CH2:12][CH:13]1[O:14][CH2:15][CH2:16][N:17]([CH3:19])[CH2:18]1)[cH:9][cH:10]2.[Li+:25].[O:27]1[CH2:28][CH2:29][CH2:30][CH2:31]1.[OH-:26]>>[CH3:1][c:2]1[c:3]([C:20](=[O:21])[OH:22])[o:4][c:5]2[c:6]1[cH:7][c:8]([O:11][CH2:12][CH:13]1[O:14][CH2:15][CH2:16][N:17]([CH3:19])[CH2:18]1)[cH:9][cH:10]2. Reagents/catalysts: [Zn] (zinc). Starting materials: C1=CC=CC=2C(C3=C(CCC21)C=CC=C3)C=O (10,11-dihydro-5H-dibenzo-[a,d]cycloheptene-5-carboxaldehyde), C(C)OC(CCCCN)=O (5-aminovaleric acid ethyl ester). Reported procedure: By subjecting a mixture of 10,11-dihydro-5H-dibenzo-[a,d]cycloheptene-5-carboxaldehyde (2.2 g), described in Example 168, and 5-aminovaleric acid ethyl ester (1.45 g) and zinc dust (3.0 g) in 3.0 ml of acetic acid and 100 ml of benzene, to a two hour reflux, followed by removal of the excess zinc by filtration, addition of dilute sodium hydroxide solution to render the mixture alkaline and extraction with benzene affords the cyclic amide, N-[(10,11-dihydro-5H-dibenzo[a,d]cyclohepten-5-yl)methyl]... RXN SMILES: [CH:1]1[C:11]2[CH2:10][CH2:9][C:8]3[CH:12]=[CH:13][CH:14]=[CH:15][C:7]=3[CH:6]([CH:16]=O)[C:5]=2[CH:4]=[CH:3][CH:2]=1.C(O[C:21](=[O:27])[CH2:22][CH2:23][CH2:24][CH2:25][NH2:26])C>C(O)(=O)C.C1C=CC=CC=1.[Zn]>[CH:1]1[C:11]2[CH2:10][CH2:9][C:8]3[CH:12]=[CH:13][CH:14]=[CH:15][C:7]=3[CH:6]([CH2:16][N:26]3[CH2:25][CH2:24][CH2:23][CH2:22][C:21]3=[O:27])[C:5]=2[CH:4]=[CH:3][CH:2]=1. Yields the product cyclic amide, C1=CC=CC=2C(C3=C(CCC21)C=CC=C3)CN3C(CCCC3)=O (N-[(10,11-dihydro-5H-dibenzo[a,d]cyclohepten-5-yl)methyl]-2-piperidone). Run in C(C)(=O)O (acetic acid), C1=CC=CC=C1 (benzene). Starting materials: [BH3-]C#N, C1CCOC1, CC(=O)O, O=Cc1ccccc1, Nc1cccc(C(=O)c2ccc3c(c2)NC(=O)C3)c1, [Na+], O. Product: O=C1Cc2ccc(C(=O)c3cccc(NCc4ccccc4)c3)cc2N1. As a reaction SMILES: [C:28]([BH3-:29])#[N:30].[CH2:32]1[O:33][CH2:34][CH2:35][CH2:36]1.[CH3:38][C:39](=[O:40])[OH:41].[CH:20](=[O:21])[c:22]1[cH:23][cH:24][cH:25][cH:26][cH:27]1.[NH2:1][c:2]1[cH:3][c:4]([C:5](=[O:6])[c:7]2[cH:8][cH:9][c:10]3[c:14]([cH:15]2)[NH:13][C:12](=[O:16])[CH2:11]3)[cH:17][cH:18][cH:19]1.[Na+:31].[OH2:37]>>[NH:1]([c:2]1[cH:3][c:4]([C:5](=[O:6])[c:7]2[cH:8][cH:9][c:10]3[c:14]([cH:15]2)[NH:13][C:12](=[O:16])[CH2:11]3)[cH:17][cH:18][cH:19]1)[CH2:20][c:22]1[cH:23][cH:24][cH:25][cH:26][cH:27]1. Reactants: CCOc1cc(C(C)(C)C)ncc1C1=NC(C)(c2ccc(Cl)cc2)C(C)(c2ccc(Cl)cc2)N1C(=O)Cl, CC1CNCCN1. The product is CCOc1cc(C(C)(C)C)ncc1C1=NC(C)(c2ccc(Cl)cc2)C(C)(c2ccc(Cl)cc2)N1C(=O)N1CCNC(C)C1. As a reaction SMILES: [C:1]([CH3:2])([CH3:3])([CH3:4])[c:5]1[cH:6][c:7]([O:35][CH2:36][CH3:37])[c:8]([C:11]2=[N:15][C:14]([CH3:16])([c:17]3[cH:18][cH:19][c:20]([Cl:23])[cH:21][cH:22]3)[C:13]([CH3:24])([c:25]3[cH:26][cH:27][c:28]([Cl:31])[cH:29][cH:30]3)[N:12]2[C:32](=[O:33])[Cl:34])[cH:9][n:10]1.[CH3:38][CH:39]1[NH:40][CH2:41][CH2:42][NH:43][CH2:44]1>>[C:1]([CH3:2])([CH3:3])([CH3:4])[c:5]1[cH:6][c:7]([O:35][CH2:36][CH3:37])[c:8]([C:11]2=[N:15][C:14]([CH3:16])([c:17]3[cH:18][cH:19][c:20]([Cl:23])[cH:21][cH:22]3)[C:13]([CH3:24])([c:25]3[cH:26][cH:27][c:28]([Cl:31])[cH:29][cH:30]3)[N:12]2[C:32](=[O:33])[N:43]2[CH2:42][CH2:41][NH:40][CH:39]([CH3:38])[CH2:44]2)[cH:9][n:10]1. Reactants: COC1=CC=C(C=C1)C=1N=C(NC1C1=CC=C(C=C1)OC)SC1=C(C=CC=C1)[N+](=O)[O-] (4,5-bis(4-methoxyphenyl)-2-(2-nitrophenylthio)imidazole), C(C)(=O)O (acetic acid), O (water). The reagents and catalysts are [Fe] (iron). Run in C(C)(=O)OC(C)=O (acetic anhydride). Reaction conditions: time 8 hour. The product is COC1=CC=C(C=C1)C=1N=C(NC1C1=CC=C(C=C1)OC)SC1=C(C=CC=C1)NC(C)=O (4,5-bis(4-methoxyphenyl)-2-(2-acetamidophenylthio)imidazole). RXN SMILES: [CH3:1][O:2][C:3]1[CH:8]=[CH:7][C:6]([C:9]2[N:10]=[C:11]([S:22][C:23]3[CH:28]=[CH:27][CH:26]=[CH:25][C:24]=3[N+:29]([O-])=O)[NH:12][C:13]=2[C:14]2[CH:19]=[CH:18][C:17]([O:20][CH3:21])=[CH:16][CH:15]=2)=[CH:5][CH:4]=1.O.[C:33](O)(=[O:35])[CH3:34]>C(OC(=O)C)(=O)C.[Fe]>[CH3:1][O:2][C:3]1[CH:8]=[CH:7][C:6]([C:9]2[N:10]=[C:11]([S:22][C:23]3[CH:28]=[CH:27][CH:26]=[CH:25][C:24]=3[NH:29][C:33](=[O:35])[CH3:34])[NH:12][C:13]=2[C:14]2[CH:19]=[CH:18][C:17]([O:20][CH3:21])=[CH:16][CH:15]=2)=[CH:5][CH:4]=1. Reported procedure: At room temperature, 2.5 g of iron filings is added to a solution of 4.34 g of 4,5-bis(4-methoxyphenyl)-2-(2-nitrophenylthio)imidazole in 50 ml of glacial acetic acid and 3 ml of acetic anhydride. The mixture is stirred overnight, poured into 500 ml of water, the precipitated product is vacuum-filtered, taken up in ethyl acetate, and the solution washed with sodium bicarbonate solution. The solution is then dried over sodium sulfate and concentrated to dryness under vacuum. The residue is crysta...